This data is from the Open Reaction Database (ORD), a public repository of structured organic reaction records. The task is: describe an organic reaction: reactants, conditions, products, and yield Reactants: C(C)N(C(C)C)C(C)C (ethyldiisopropylamine), C(#CC)C1=CC=C(C=C1)NC(C#C)=O (propynoic acid-(4-prop-1-ynylphenyl)amide), tetrakistriphenylphosphine palladium, C(#CC)C1=CC=C(C=C1)NC(C#C)=O (propynoic acid-(4-prop-1-ynylphenyl)amide), IC1=CC=C(CN2CCCC2)C=C1 (1-(4-iodobenzyl)pyrrolidine). Reagents/catalysts: [Cu]I (copper (I) iodide). Run at time 24 hour. Product: C(#CC)C1=CC=C(C=C1)NC(C#CC1=CC=C(C=C1)CN1CCCC1)=O (3-(4-pyrrolidin-1-ylmethylphenyl)propynoic acid-(4-prop-1-ynylphenyl)amide). RXN SMILES: C(N(C(C)C)C(C)C)C.I[C:11]1[CH:22]=[CH:21][C:14]([CH2:15][N:16]2[CH2:20][CH2:19][CH2:18][CH2:17]2)=[CH:13][CH:12]=1.[C:23]([C:26]1[CH:31]=[CH:30][C:29]([NH:32][C:33](=[O:36])[C:34]#[CH:35])=[CH:28][CH:27]=1)#[C:24][CH3:25]>[Cu]I>[C:23]([C:26]1[CH:31]=[CH:30][C:29]([NH:32][C:33](=[O:36])[C:34]#[C:35][C:11]2[CH:22]=[CH:21][C:14]([CH2:15][N:16]3[CH2:20][CH2:19][CH2:18][CH2:17]3)=[CH:13][CH:12]=2)=[CH:28][CH:27]=1)#[C:24][CH3:25]. Procedure details: 10 mL of acetonitrile is degassed and combined with 0.35 mL (2 mmol) of ethyldiisopropylamine and 0.2 g (0.69 mmol) of 1-(4-iodobenzyl)pyrrolidine. Then the mixture is again degassed and 13 mg of copper (I) iodide, 34 mg of tetrakistriphenylphosphine palladium, and 137 mg (0.75 mmol) of propynoic acid-(4-prop-1-ynylphenyl)amide are then added in succession. The reaction mixture is stirred for 24 hours at ambient temperature and then combined with 60 mg of propynoic acid-(4-prop-1-ynylphenyl)amid...